Dataset: the Open Reaction Database (ORD), a public repository of structured organic reaction records. Task: describe an organic reaction: reactants, conditions, products, and yield The reactants are CCCCCC(=O)Cl (n-Caproyl chloride), COC1=CC=CC=C1 (methylphenyl ether). The reagents and catalysts are [Al+3].[Cl-].[Cl-].[Cl-] (AlCl3). The solvent is ClCCl (dichloromethane). Conditions: time 30 minute. Product: COC1=CC=C(C=C1)C(CCCCC)=O (1-(4-methoxy-phenyl)-hexan-1-one). The yield is 66.2%. As a reaction SMILES: [CH3:1][CH2:2][CH2:3][CH2:4][CH2:5][C:6](Cl)=[O:7].[CH3:9][O:10][C:11]1[CH:16]=[CH:15][CH:14]=[CH:13][CH:12]=1>ClCCl.[Al+3].[Cl-].[Cl-].[Cl-]>[CH3:9][O:10][C:11]1[CH:16]=[CH:15][C:14]([C:6](=[O:7])[CH2:5][CH2:4][CH2:3][CH2:2][CH3:1])=[CH:13][CH:12]=1 |f:3.4.5.6|. Procedure: A procedure similar to step 2 of Example 52 was used. n-Caproyl chloride prepared in the step 1 and methylphenyl ether were used as starting materials, allowed to react in dichloromethane in the presence of AlCl3 catalyst, stirred at −10° C. to −15° C. for 30 minutes and then at room temperature for 3 hours, a crude product was obtained, purified under a reduced pressure by silica gel column chromatography eluted with petroleum ether and ethyl acetate at a ratio of 20:1 to obtain a product as a ... Starting materials: C(CCC)[Li].C1CCOC1 (normal-butyllithium THF), CNC.C1CCOC1 (dimethylamine THF), ClC=1C=NC=C(C1)O (3-chloro-5-hydroxypyridine). Solvent: C(C)O (Ethanol). Reaction conditions: temperature 0 celsius, time 10 minute. Yields the product CN(C=1C=NC=C(C1)O)C (3-dimethylamino-5-hydroxypyridine). RXN SMILES: C([Li])CCC.C1COCC1.[CH3:11][NH:12][CH3:13].C1COCC1.Cl[C:20]1[CH:21]=[N:22][CH:23]=[C:24]([OH:26])[CH:25]=1>C(O)C>[CH3:11][N:12]([CH3:13])[C:20]1[CH:21]=[N:22][CH:23]=[C:24]([OH:26])[CH:25]=1 |f:0.1,2.3|. Procedure details: At −70° C., a 1.59 M normal-butyllithium/THF solution (14.6 ml) was added to s 2 M dimethylamine/THF solution (11.6 ml), followed by stirring for 10 minutes. This was warmed to 0° C., and 3-chloro-5-hydroxypyridine (1.00 g) was added thereto, followed by stirring overnight at room temperature. Ethanol (15 ml) was added, and the solvent was evaporated under reduced pressure. Water was added to the residue, followed by extraction with chloroform. The organic layer was washed with saturated brine, ...